This data is from the Open Reaction Database (ORD), a public repository of structured organic reaction records. The task is: describe an organic reaction: reactants, conditions, products, and yield The reactants are 4.1.a, BrC1=CC(=C(N)C=C1)O (4-bromo-2-hydroxy-aniline), FC1=CC=C(C(=O)O)C=C1 (4-fluorobenzoic acid). The product is BrC1=CC2=C(N=C(O2)C2=CC=C(C=C2)F)C=C1 (6-bromo-2-(4-fluoro-phenyl)-benzoxazole). RXN SMILES: [Br:1][C:2]1[CH:8]=[CH:7][C:5]([NH2:6])=[C:4]([OH:9])[CH:3]=1.[F:10][C:11]1[CH:19]=[CH:18][C:14]([C:15](O)=O)=[CH:13][CH:12]=1>>[Br:1][C:2]1[CH:8]=[CH:7][C:5]2[N:6]=[C:15]([C:14]3[CH:18]=[CH:19][C:11]([F:10])=[CH:12][CH:13]=3)[O:9][C:4]=2[CH:3]=1. Procedure details: Preparation is carried out analogously to 4.1.a from 4-bromo-2-hydroxy-aniline and 4-fluorobenzoic acid. Starting materials: N#Cc1ccc(Cn2cncc2C=O)cc1, [BH3-]C#N, C1CCOC1, Cc1cccc(C2(O)CCNCC2)c1, CC(=O)O, CO, Cl, [Na+]. The product is Cc1cccc(C2(O)CCN(Cc3cncn3Cc3ccc(C#N)cc3)CC2)c1. Reaction SMILES: [C:16](#[N:17])[c:18]1[cH:19][cH:20][c:21]([CH2:22][n:23]2[cH:24][n:25][cH:26][c:27]2[CH:28]=[O:29])[cH:30][cH:31]1.[C:32]([BH3-:33])#[N:34].[CH2:42]1[O:43][CH2:44][CH2:45][CH2:46]1.[CH3:2][c:3]1[cH:4][c:5]([C:9]2([OH:15])[CH2:10][CH2:11][NH:12][CH2:13][CH2:14]2)[cH:6][cH:7][cH:8]1.[CH3:36][C:37](=[O:38])[OH:39].[CH3:40][OH:41].[ClH:1].[Na+:35]>>[CH3:2][c:3]1[cH:4][c:5]([C:9]2([OH:15])[CH2:10][CH2:11][N:12]([CH2:28][c:27]3[n:23]([CH2:22][c:21]4[cH:20][cH:19][c:18]([C:16]#[N:17])[cH:31][cH:30]4)[cH:24][n:25][cH:26]3)[CH2:13][CH2:14]2)[cH:6][cH:7][cH:8]1. The reactants are OC1=C(N=C(C(=N1)C(=O)OCC)C)CCCO (ethyl 6-hydroxy-5-(3-hydroxypropyl)-3-methylpyrazine-2-carboxylate), C1(=CC=CC=C1)P(C1=CC=CC=C1)C1=CC=CC=C1 (triphenylphosphine), N(=NC(=O)OCC)C(=O)OCC (diethyl azodicarboxylate). Solvent: O1CCCC1 (tetrahydrofuran). Reaction conditions: time 50 minute. Product: CC=1N=C2C(=NC1C(=O)OCC)OCCC2 (ethyl 2-methyl-7,8-dihydro-6H-pyrano[2,3-b]pyrazine-3-carboxylate). As a reaction SMILES: O[C:2]1[N:7]=[C:6]([C:8]([O:10][CH2:11][CH3:12])=[O:9])[C:5]([CH3:13])=[N:4][C:3]=1[CH2:14][CH2:15][CH2:16][OH:17].C1(P(C2C=CC=CC=2)C2C=CC=CC=2)C=CC=CC=1.N(C(OCC)=O)=NC(OCC)=O>O1CCCC1>[CH3:13][C:5]1[N:4]=[C:3]2[CH2:14][CH2:15][CH2:16][O:17][C:2]2=[N:7][C:6]=1[C:8]([O:10][CH2:11][CH3:12])=[O:9]. Procedure details: To a solution of ethyl 6-hydroxy-5-(3-hydroxypropyl)-3-methylpyrazine-2-carboxylate (1.03 g, 4.29 mmol) and triphenylphosphine (1.69 g, 6.43 mmol) in tetrahydrofuran (86 mL) was added diethyl azodicarboxylate solution (40% wt. % in toluene, 2.92 mL, 6.43 mmol) at room temperature. After being stirred for 50 min, the reaction mixture was concentrated in vacuo. The crude was purified by silica gel column chromatography (hexane:ethyl acetate=9:1 to 7:3), triturated with diisopropyl ether, and silic... Reactants: ice, Cl.C1(=CC=CC=C1)C1(CCNCC1)C(=O)OC (methyl 4-phenylpiperidine-4-carboxylate hydrochloride), CCN(C(C)C)C(C)C (i-Pr2NEt), ClC(=O)OC1C2CC3CC(CC1C3)C2 (2-adamantyl chloroformate). The solvent is C(Cl)Cl (CH2Cl2), CCOCC (ether). Reaction conditions: time 8 hour. Product: C1(=CC=CC=C1)C1(CCN(CC1)C(=O)OC1C2CC3CC(CC1C3)C2)C(=O)OC (1-(2-adamantyl) 4-methyl 4-phenylpiperidine-1,4-dicarboxylate). Isolated yield 2.3%. RXN SMILES: Cl.[C:2]1([C:8]2([C:14]([O:16][CH3:17])=[O:15])[CH2:13][CH2:12][NH:11][CH2:10][CH2:9]2)[CH:7]=[CH:6][CH:5]=[CH:4][CH:3]=1.CCN(C(C)C)C(C)C.Cl[C:28]([O:30][CH:31]1[CH:38]2[CH2:39][CH:34]3[CH2:35][CH:36]([CH2:40][CH:32]1[CH2:33]3)[CH2:37]2)=[O:29]>C(Cl)Cl.CCOCC>[C:2]1([C:8]2([C:14]([O:16][CH3:17])=[O:15])[CH2:9][CH2:10][N:11]([C:28]([O:30][CH:31]3[CH:32]4[CH2:40][CH:36]5[CH2:35][CH:34]([CH2:39][CH:38]3[CH2:37]5)[CH2:33]4)=[O:29])[CH2:12][CH2:13]2)[CH:3]=[CH:4][CH:5]=[CH:6][CH:7]=1 |f:0.1|. Procedure details: To a stirred, ice-cold solution of methyl 4-phenylpiperidine-4-carboxylate hydrochloride (983 mg, 3.8 mmol) and i-Pr2NEt (1.88 mL, 10.5 mmol) in CH2Cl2 (25 mL) was added 2-adamantyl chloroformate (750 mg, 3.5 mmol). The ice bath was allowed to melt and the mixture was stirred overnight at rt. The mixture was diluted with ether (150 mL), washed with 5% aq HCl (2×30 mL) and satd aq NaHCO3 (30 mL) and dried over MgSO4. Removal of the solvent left the crude product (1.37 g, 99%) as a white solid. A ...